From a dataset of the Open Reaction Database (ORD), a public repository of structured organic reaction records. describe an organic reaction: reactants, conditions, products, and yield The reactants are CCCCCCN(C(C)=O)c1ccccc1OC1CCNCC1, O=C([O-])[O-], CCO, ClCc1ccccc1, [K+], [K+], O. Yields the product CCCCCCN(C(C)=O)c1ccccc1OC1CCN(Cc2ccccc2)CC1. Reaction SMILES: [C:1]([CH3:2])(=[O:3])[N:4]([CH2:5][CH2:6][CH2:7][CH2:8][CH2:9][CH3:10])[c:11]1[c:12]([O:17][CH:18]2[CH2:19][CH2:20][NH:21][CH2:22][CH2:23]2)[cH:13][cH:14][cH:15][cH:16]1.[C:24](=[O:25])([O-:26])[O-:27].[CH3:39][CH2:40][OH:41].[Cl:30][CH2:31][c:32]1[cH:33][cH:34][cH:35][cH:36][cH:37]1.[K+:28].[K+:29].[OH2:38]>>[C:1]([CH3:2])(=[O:3])[N:4]([CH2:5][CH2:6][CH2:7][CH2:8][CH2:9][CH3:10])[c:11]1[c:12]([O:17][CH:18]2[CH2:19][CH2:20][N:21]([CH2:31][c:32]3[cH:33][cH:34][cH:35][cH:36][cH:37]3)[CH2:22][CH2:23]2)[cH:13][cH:14][cH:15][cH:16]1. Reactants: FC(C(=O)NC=1N=C2N(C=C(C=C2)C(C2=CC=CC=C2)=O)C1C1=CC(=CC=C1)F)(F)F (2-trifluoroacetamido-3-(3-fluorophenyl)-6-benzoyl-imidazo[1,2-a]pyridine). Solvent: CC(OCC)=O (EA). Yields the product NC=1N=C2N(C=C(C=C2)C(C2=CC=CC=C2)=O)C1C1=CC(=CC=C1)F (2-Amino-3-(3-fluorophenyl)-6-benzoyl-imidazo[1,2-a]pyridine). RXN SMILES: FC(F)(F)C([NH:5][C:6]1[N:7]=[C:8]2[CH:13]=[CH:12][C:11]([C:14](=[O:21])[C:15]3[CH:20]=[CH:19][CH:18]=[CH:17][CH:16]=3)=[CH:10][N:9]2[C:22]=1[C:23]1[CH:28]=[CH:27][CH:26]=[C:25]([F:29])[CH:24]=1)=O>CC(=O)OCC>[NH2:5][C:6]1[N:7]=[C:8]2[CH:13]=[CH:12][C:11]([C:14](=[O:21])[C:15]3[CH:16]=[CH:17][CH:18]=[CH:19][CH:20]=3)=[CH:10][N:9]2[C:22]=1[C:23]1[CH:28]=[CH:27][CH:26]=[C:25]([F:29])[CH:24]=1. Reported procedure: The 2-trifluoroacetamido-3-(3-fluorophenyl)-6-benzoyl-imidazo[1,2-a]pyridine (14.3 g, 33.6 mmol) was converted to product in a manner substantially analogous to Example 56 to yield 8.30 g. (74.7%). EA, MS(FD). The reactants are C(C)(=O)N1CCC2=C(C(C1)C1=CC=CC=C1)C=C(C(=C2)S(=O)(=O)Cl)OC (3-Acetyl-7-chlorosulfonyl-8-methoxy-1-phenyl-2,3,4,5-tetrahydro-1H-3-benzazepine), CNC (dimethylamine). Yields the product Cl (hydrochloric acid), Cl.COC=1C(=CC2=C(C(CNCC2)C2=CC=CC=C2)C1)S(N(C)C)(=O)=O (8-methoxy-7-(N,N-dimethylsulfamoyl)-1-phenyl-2,3,4,5-tetrahydro-1H-3-benzazepine hydrochloride). RXN SMILES: C([N:4]1[CH2:10][CH:9]([C:11]2[CH:16]=[CH:15][CH:14]=[CH:13][CH:12]=2)[C:8]2[CH:17]=[C:18]([O:25][CH3:26])[C:19]([S:21]([Cl:24])(=[O:23])=[O:22])=[CH:20][C:7]=2[CH2:6][CH2:5]1)(=O)C.[CH3:27][NH:28][CH3:29]>>[ClH:24].[ClH:24].[CH3:26][O:25][C:18]1[C:19]([S:21](=[O:22])(=[O:23])[N:28]([CH3:29])[CH3:27])=[CH:20][C:7]2[CH2:6][CH2:5][NH:4][CH2:10][CH:9]([C:11]3[CH:16]=[CH:15][CH:14]=[CH:13][CH:12]=3)[C:8]=2[CH:17]=1 |f:3.4|. Procedure details: 3-Acetyl-7-chlorosulfonyl-8-methoxy-1-phenyl-2,3,4,5-tetrahydro-1H-3-benzazepine is treated with dimethylamine and then with refluxing hydrochloric acid to give 8-methoxy-7-(N,N-dimethylsulfamoyl)-1-phenyl-2,3,4,5-tetrahydro-1H-3-benzazepine hydrochloride. The reactants are C1CCOC1, COC(=O)C(NC(=O)c1nc(-c2ccccc2)n2c1CN(C)CCC2)C(C)(C)C, [Li+], [OH-], O, O. Product: CN1CCCn2c(-c3ccccc3)nc(C(=O)NC(C(=O)O)C(C)(C)C)c2C1. As a reaction SMILES: [CH2:33]1[O:34][CH2:35][CH2:36][CH2:37]1.[CH3:1][C:2]([CH:3]([C:4](=[O:5])[O:6][CH3:7])[NH:8][C:9](=[O:10])[c:11]1[n:12][c:13](-[c:22]2[cH:23][cH:24][cH:25][cH:26][cH:27]2)[n:14]2[c:15]1[CH2:16][N:17]([CH3:21])[CH2:18][CH2:19][CH2:20]2)([CH3:28])[CH3:29].[Li+:32].[OH-:31].[OH2:30].[OH2:38]>>[CH3:1][C:2]([CH:3]([C:4](=[O:5])[OH:6])[NH:8][C:9](=[O:10])[c:11]1[n:12][c:13](-[c:22]2[cH:23][cH:24][cH:25][cH:26][cH:27]2)[n:14]2[c:15]1[CH2:16][N:17]([CH3:21])[CH2:18][CH2:19][CH2:20]2)([CH3:28])[CH3:29]. Conditions: time 30 minute. The solvent is O (water), C1CCOC1 (THF), CC(C)(C)O (t-BuOH), CCOC(=O)C (EtOAc), O (water). Reported procedure: To a solution of 5-[[2-({(4S,5R)-5-[3,5-bis(trifluoromethyl)phenyl]-4-methyl-2-oxo-1,3-oxazolidin-3-yl}methyl)-4-(trifluoromethoxy)phenyl](ethyl)amino]pentanal (6.8 mg, 0.011 mmol) in THF (20 μL) and t-BuOH (60 μL) was added 2-methyl-2-butene (20 μL), followed by a solution of NaClO2 (3.0 mg, 0.024 mmol) and NaH2PO4 (3.5 mg, 0.024 mmol) in water (25 μL). The reaction was stirred at room temperature for 30 minutes and then diluted with EtOAc (8 mL) and water (2 mL), acidified with 1 N HCl (2 mL),... The reactants are FC(C=1C=C(C=C(C1)C(F)(F)F)[C@@H]1[C@@H](N(C(O1)=O)CC1=C(C=CC(=C1)OC(F)(F)F)N(CCCCC=O)CC)C)(F)F (5-[[2-({(4S,5R)-5-[3,5-bis(trifluoromethyl)phenyl]-4-methyl-2-oxo-1,3-oxazolidin-3-yl}methyl)-4-(trifluoromethoxy)phenyl](ethyl)amino]pentanal), CC(C)=CC (2-methyl-2-butene), NaH2PO4, Cl (HCl), [O-]Cl=O.[Na+] (NaClO2). Product: FC(C=1C=C(C=C(C1)C(F)(F)F)[C@@H]1[C@@H](N(C(O1)=O)CC1=C(C=CC(=C1)OC(F)(F)F)N(CCCCC(=O)O)CC)C)(F)F (5-[[2-({(4S,5R)-5-[3,5-bis(trifluoromethyl)phenyl]-4-methyl-2-oxo-1,3-oxazolidin-3-yl}methyl)-4-(trifluoromethoxy)phenyl](ethyl)amino]pentanoic acid). Reaction SMILES: [F:1][C:2]([F:42])([F:41])[C:3]1[CH:4]=[C:5]([C@H:13]2[O:17][C:16](=[O:18])[N:15]([CH2:19][C:20]3[CH:25]=[C:24]([O:26][C:27]([F:30])([F:29])[F:28])[CH:23]=[CH:22][C:21]=3[N:31]([CH2:38][CH3:39])[CH2:32][CH2:33][CH2:34][CH2:35][CH:36]=[O:37])[C@H:14]2[CH3:40])[CH:6]=[C:7]([C:9]([F:12])([F:11])[F:10])[CH:8]=1.CC(=CC)C.[O-:48]Cl=O.[Na+].Cl>C1COCC1.CC(O)(C)C.O.CCOC(C)=O>[F:42][C:2]([F:1])([F:41])[C:3]1[CH:4]=[C:5]([C@H:13]2[O:17][C:16](=[O:18])[N:15]([CH2:19][C:20]3[CH:25]=[C:24]([O:26][C:27]([F:28])([F:29])[F:30])[CH:23]=[CH:22][C:21]=3[N:31]([CH2:38][CH3:39])[CH2:32][CH2:33][CH2:34][CH2:35][C:36]([OH:48])=[O:37])[C@H:14]2[CH3:40])[CH:6]=[C:7]([C:9]([F:11])([F:10])[F:12])[CH:8]=1 |f:2.3|. Reactants: CC(=O)O, CC1Oc2ccccc2O1, O=[N+]([O-])O. Product: CC1Oc2ccc([N+](=O)[O-])cc2O1. Reaction SMILES: [CH3:15][C:16](=[O:17])[OH:18].[CH3:1][CH:2]1[O:3][c:4]2[c:5]([cH:7][cH:8][cH:9][cH:10]2)[O:6]1.[OH:11][N+:12]([O-:13])=[O:14]>>[CH3:1][CH:2]1[O:3][c:4]2[c:5]([cH:7][cH:8][c:9]([N+:12](=[O:11])[O-:13])[cH:10]2)[O:6]1. The reactants are COCCOCCOC, [KH], CSc1nc(N)nc(Br)c1C#N, c1cn[nH]c1. Yields the product CSc1nc(N)nc(-n2cccn2)c1C#N. Reaction SMILES: [CH3:19][O:20][CH2:21][CH2:22][O:23][CH2:24][CH2:25][O:26][CH3:27].[KH:6].[NH2:7][c:8]1[n:9][c:10]([S:17][CH3:18])[c:11]([C:15]#[N:16])[c:12]([Br:14])[n:13]1.[nH:1]1[n:2][cH:3][cH:4][cH:5]1>>[n:1]1(-[c:12]2[c:11]([C:15]#[N:16])[c:10]([S:17][CH3:18])[n:9][c:8]([NH2:7])[n:13]2)[n:2][cH:3][cH:4][cH:5]1. Starting materials: N(=[N+]=[N-])C=1C=CC(=C(C1)C(=O)C1=C(C=C(C=C1)NC1=CC=C(C=C1)C(F)(F)F)Cl)C ((5-Azido-2-methyl-phenyl)-[2-chloro-4-(4-trifluoromethyl-phenylamino)-phenyl]-methanone), NC=1C=CC(=C(C1)C(=O)C1=C(C=C(C=C1)NC1=CC(=CC=C1)OC)Cl)C ((5-Amino-2-methyl-phenyl)-[2-chloro-4-(3-methoxy-phenylamino)-phenyl]-methanone). Product: N(=[N+]=[N-])C=1C=CC(=C(C1)C(=O)C1=C(C=C(C=C1)NC1=CC(=CC=C1)OC)Cl)C ((5-Azido-2-methyl-phenyl)-[2-chloro-4-(3-methoxy-phenylamino)-phenyl]-methanone). Reaction SMILES: [N:1]([C:4]1[CH:5]=[CH:6][C:7]([CH3:30])=[C:8]([C:10]([C:12]2[CH:17]=[CH:16][C:15]([NH:18][C:19]3[CH:24]=[CH:23][C:22](C(F)(F)F)=[CH:21][CH:20]=3)=[CH:14][C:13]=2[Cl:29])=[O:11])[CH:9]=1)=[N+:2]=[N-:3].NC1C=CC(C)=C([C:38](C2C=CC(NC3C=CC=C(OC)C=3)=CC=2Cl)=[O:39])C=1>>[N:1]([C:4]1[CH:5]=[CH:6][C:7]([CH3:30])=[C:8]([C:10]([C:12]2[CH:17]=[CH:16][C:15]([NH:18][C:19]3[CH:24]=[CH:23][CH:22]=[C:21]([O:39][CH3:38])[CH:20]=3)=[CH:14][C:13]=2[Cl:29])=[O:11])[CH:9]=1)=[N+:2]=[N-:3]. Procedure details: The reaction was carried out similarly as described in the preparation of compound 416, using compound 467 (1.77 mmol). The crude product was purified by flash chromatography using EtOAc/petroleum ether (40-60) 1:9 and 1:6 as the eluent to afford the title compound.